From a dataset of the Open Reaction Database (ORD), a public repository of structured organic reaction records. describe an organic reaction: reactants, conditions, products, and yield RXN SMILES: [CH2:38]1[O:39][CH2:40][CH2:41][O:42][CH2:43]1.[CH3:12][O:13][c:14]1[c:15]([B:23]2[O:24][C:25]([CH3:26])([CH3:27])[C:28]([CH3:29])([CH3:30])[O:31]2)[cH:16][cH:17][cH:18][c:19]1[N+:20](=[O:21])[O-:22].[CH3:1][O:2][C:3](=[O:4])[c:5]1[c:6]([CH3:11])[o:7][c:8]([Br:10])[cH:9]1.[Na+:32].[Na+:33].[O-:34][C:35](=[O:36])[O-:37].[cH:44]1[cH:45][cH:46][c:47]([P:48]([Pd:49]([P:50]([c:51]2[cH:52][cH:53][cH:54][cH:55][cH:56]2)([c:57]2[cH:58][cH:59][cH:60][cH:61][cH:62]2)[c:63]2[cH:64][cH:65][cH:66][cH:67][cH:68]2)([P:69]([c:70]2[cH:71][cH:72][cH:73][cH:74][cH:75]2)([c:76]2[cH:77][cH:78][cH:79][cH:80][cH:81]2)[c:82]2[cH:83][cH:84][cH:85][cH:86][cH:87]2)[P:88]([c:89]2[cH:90][cH:91][cH:92][cH:93][cH:94]2)([c:95]2[cH:96][cH:97][cH:98][cH:99][cH:100]2)[c:101]2[cH:102][cH:103][cH:104][cH:105][cH:106]2)([c:107]2[cH:108][cH:109][cH:110][cH:111][cH:112]2)[c:113]2[cH:114][cH:115][cH:116][cH:117][cH:118]2)[cH:119][cH:120]1>>[CH3:1][O:2][C:3](=[O:4])[c:5]1[c:6]([CH3:11])[o:7][c:8](-[c:15]2[c:14]([O:13][CH3:12])[c:19]([N+:20](=[O:21])[O-:22])[cH:18][cH:17][cH:16]2)[cH:9]1. Starting materials: C1COCCO1, COc1c(B2OC(C)(C)C(C)(C)O2)cccc1[N+](=O)[O-], COC(=O)c1cc(Br)oc1C, [Na+], [Na+], O=C([O-])[O-], c1ccc(P(c2ccccc2)(c2ccccc2)[Pd](P(c2ccccc2)(c2ccccc2)c2ccccc2)(P(c2ccccc2)(c2ccccc2)c2ccccc2)P(c2ccccc2)(c2ccccc2)c2ccccc2)cc1. Product: COC(=O)c1cc(-c2cccc([N+](=O)[O-])c2OC)oc1C.